From a dataset of the Open Reaction Database (ORD), a public repository of structured organic reaction records. describe an organic reaction: reactants, conditions, products, and yield Product: CC=1C(=CC=C2C(CCS(C12)(=O)=O)OCC)C(=O)O (8-Methyl-4-ethoxy-1,1-dioxothiochroman-7-carboxylic acid). The reagents and catalysts are [O-][W](=O)(=O)[O-].[Na+].[Na+] (sodium tungstate). Reactants: OO (hydrogen peroxide), C(C)OC1CCSC2=C(C(=CC=C12)C(=O)O)C (4-ethoxy-8-methylthiochroman-7-carboxylic acid), C(C)(=O)O (acetic acid), O (water). Reported procedure: 8.4 g (0.033 mol) of 4-ethoxy-8-methylthiochroman-7-carboxylic acid are initially introduced in 60 ml of acetic acid. A spatula tipful of sodium tungstate is added. 7.9 g (0.07 mol) is of 30% strength hydrogen peroxide solution are slowly added dropwise at 50° C. and the reaction mixture is subsequently stirred for 2 hours. It is then poured into water and the aqueous phase is extracted with ethyl acetate. The organic phase is washed with bisulfite solution, then dried and concentrated. Conditions: time 2 hour. RXN SMILES: [CH2:1]([O:3][CH:4]1[C:13]2[C:8](=[C:9]([CH3:17])[C:10]([C:14]([OH:16])=[O:15])=[CH:11][CH:12]=2)[S:7][CH2:6][CH2:5]1)[CH3:2].OO.[OH2:20].C(O)(=[O:23])C>[O-][W]([O-])(=O)=O.[Na+].[Na+]>[CH3:17][C:9]1[C:10]([C:14]([OH:16])=[O:15])=[CH:11][CH:12]=[C:13]2[C:8]=1[S:7](=[O:23])(=[O:20])[CH2:6][CH2:5][CH:4]2[O:3][CH2:1][CH3:2] |f:4.5.6|. Reactants: P(OCC)(OCC)[O-] (Diethyl phosphite), O1CN(CC1)CCO (2-(1,3-oxazolidin-3-yl)ethanol). Reaction conditions: temperature 60 celsius, time 2 hour. Yields the product OCCN(CCO)CP(OCC)(OCC)=O (diethyl [bis(2-hydroxyethyl)amino]methylphosphonate). RXN SMILES: [P:1]([O-:8])([O:5][CH2:6][CH3:7])[O:2][CH2:3][CH3:4].[O:9]1[CH2:13][CH2:12][N:11]([CH2:14][CH2:15][OH:16])[CH2:10]1>>[OH:9][CH2:13][CH2:12][N:11]([CH2:10][P:1](=[O:8])([O:5][CH2:6][CH3:7])[O:2][CH2:3][CH3:4])[CH2:14][CH2:15][OH:16]. Procedure: Diethyl phosphite (2.5 mol, 352/3 g) was added slowly to a mixture of the product from stage (1.1) and Amberlight™ IR120 resin—acid form (available from Aldrich, 100 g) to form a reaction mixture. On completion of the addition, the reaction mixture was stirred at 60° C. for 2 hours and then allowed to cool to a temperature of 25° C. The product was extracted with a 2:1 mixture of diethyl ether and ethyl acetate (5×300 ml), the combined extracts were dried over magnesium sulphate and evaporated t...